Dataset: the Open Reaction Database (ORD), a public repository of structured organic reaction records. Task: describe an organic reaction: reactants, conditions, products, and yield The reactants are ClC1=NC=C(C(=N1)Cl)I (2,4-dichloro-5-iodopyrimidine), solution, C[O-].[Na+] (sodium methoxide), O (water), C(C)(=O)OCC (ethyl acetate). Solvent: O1CCCC1 (tetrahydrofuran), CN(C=O)C (N,N-dimethylformamide), CO (methanol). Reaction conditions: time 1 hour. The product is ClC1=NC=C(C(=N1)OC)I (2-chloro-5-iodo-4-methoxypyrimidine). RXN SMILES: [Cl:1][C:2]1[N:7]=[C:6](Cl)[C:5]([I:9])=[CH:4][N:3]=1.C[O-].[Na+].O.[C:14](OCC)(=[O:16])C>O1CCCC1.CN(C)C=O.CO>[Cl:1][C:2]1[N:7]=[C:6]([O:16][CH3:14])[C:5]([I:9])=[CH:4][N:3]=1 |f:1.2|. Procedure: To a solution of 2,4-dichloro-5-iodopyrimidine (500 mg) in tetrahydrofuran (4 mL) and N,N-dimethylformamide (4 mL), a 5.0 mol/L a solution of sodium methoxide in methanol (360 μL) was added under ice cooling, and the mixture was stirred at the same temperature for 1 hour. To the reaction mixture, water and ethyl acetate were added. The organic layer was separated, washed successively with water and saturated aqueous sodium chloride, and then dried over anhydrous magnesium sulfate to obtain 2-chl... Starting materials: C1(=CC=CC=C1)C=1NC=C(N1)C=O (2-phenyl-4-imidazolecarboxaldehyde), C(NN)(=O)OCC (ethyl carbazate). Product: C(C)OC(NN=CC=1N=C(NC1)C1=CC=CC=C1)=O (3-(2-Phenyl-4-imidazolylmethylene)carbazic acid ethyl ester). RXN SMILES: [C:1]1([C:7]2[NH:8][CH:9]=[C:10]([CH:12]=O)[N:11]=2)[CH:6]=[CH:5][CH:4]=[CH:3][CH:2]=1.[C:14]([O:18][CH2:19][CH3:20])(=[O:17])[NH:15][NH2:16]>>[CH2:19]([O:18][C:14](=[O:17])[NH:15][N:16]=[CH:12][C:10]1[N:11]=[C:7]([C:1]2[CH:2]=[CH:3][CH:4]=[CH:5][CH:6]=2)[NH:8][CH:9]=1)[CH3:20]. Procedure details: A mixture of 8.16 gm. of 2-phenyl-4-imidazolecarboxaldehyde and 5.52 gm. of ethyl carbazate are reacted as described in Example 32 giving the desired product, m.p. 196°-200° C.